Task: describe an organic reaction: reactants, conditions, products, and yield. Dataset: the Open Reaction Database (ORD), a public repository of structured organic reaction records Starting materials: BrC1=C(C=CC=C1[N+](=O)[O-])C (2-Bromo-3-nitrotoluene), C(C=C)(=O)OC (methyl acrylate), C1(=CC=CC=C1)P(C1=CC=CC=C1)C1=CC=CC=C1 (triphenylphosphine), TEA. Reagents/catalysts: C(C)(=O)[O-].[Pd+2].C(C)(=O)[O-] (palladium acetate). Run in CO (MeOH). Conditions: temperature 95 celsius. The product is CC1=C(C(=CC=C1)[N+](=O)[O-])C=CC(=O)OC (Methyl 3-(2-methyl-6-nitrophenyl)propenoate). The yield is 0.5%. RXN SMILES: Br[C:2]1[C:7]([N+:8]([O-:10])=[O:9])=[CH:6][CH:5]=[CH:4][C:3]=1[CH3:11].[C:12]([O:16][CH3:17])(=[O:15])[CH:13]=[CH2:14].C1(P(C2C=CC=CC=2)C2C=CC=CC=2)C=CC=CC=1>CO.C([O-])(=O)C.[Pd+2].C([O-])(=O)C>[CH3:11][C:3]1[CH:4]=[CH:5][CH:6]=[C:7]([N+:8]([O-:10])=[O:9])[C:2]=1[CH:14]=[CH:13][C:12]([O:16][CH3:17])=[O:15] |f:4.5.6|. Procedure details: 2-Bromo-3-nitrotoluene (0.5 g, 23 mmol), methyl acrylate (0.39 g, 46 mmol,), palladium acetate (29 mg, 1.3 mmol), triphenylphosphine (0.06 g, 0.23 mmol,) and TEA (0.4 mL) were combined in a sealed tube and heated to 95° C. for 24 h. The residue was dissolved in MeOH, the solvent was removed and the crude product was purified by column chromatography (EtOAc:hexane=7.5:92.5) to give 0.024 g (48% yield) of the title compound as a yellow oil: The reactants are CC(C)(C)OC(=O)N1CC2C=C([Sn](C)(C)C)CC2C1, CN1CCCC1=O, Fc1cc(I)cnc1Cl, O=C(C=Cc1ccccc1)C=Cc1ccccc1, O=C(C=Cc1ccccc1)C=Cc1ccccc1, O=C(C=Cc1ccccc1)C=Cc1ccccc1, [Pd], [Pd], c1ccc([As](c2ccccc2)c2ccccc2)cc1. The product is CC(C)(C)OC(=O)N1CC2C=C(c3cnc(Cl)c(F)c3)CC2C1. Reaction SMILES: [CH3:29][Sn:30]([C:31]1=[CH:45][CH:34]2[CH:33]([CH2:32]1)[CH2:37][N:36]([C:38](=[O:39])[O:40][C:41]([CH3:42])([CH3:43])[CH3:44])[CH2:35]2)([CH3:46])[CH3:47].[CH3:48][N:49]1[CH2:50][CH2:51][CH2:52][C:53]1=[O:54].[Cl:1][c:2]1[n:3][cH:4][c:5]([I:9])[cH:6][c:7]1[F:8].[O:57]=[C:58]([CH:59]=[CH:60][c:61]1[cH:62][cH:63][cH:64][cH:65][cH:66]1)[CH:67]=[CH:68][c:69]1[cH:70][cH:71][cH:72][cH:73][cH:74]1.[O:75]=[C:76]([CH:77]=[CH:78][c:79]1[cH:80][cH:81][cH:82][cH:83][cH:84]1)[CH:85]=[CH:86][c:87]1[cH:88][cH:89][cH:90][cH:91][cH:92]1.[O:93]=[C:94]([CH:95]=[CH:96][c:97]1[cH:98][cH:99][cH:100][cH:101][cH:102]1)[CH:103]=[CH:104][c:105]1[cH:106][cH:107][cH:108][cH:109][cH:110]1.[Pd:55].[Pd:56].[cH:10]1[cH:11][cH:12][c:13]([As:14]([c:15]2[cH:16][cH:17][cH:18][cH:19][cH:20]2)[c:21]2[cH:22][cH:23][cH:24][cH:25][cH:26]2)[cH:27][cH:28]1>>[Cl:1][c:2]1[n:3][cH:4][c:5]([C:31]2=[CH:45][CH:34]3[CH:33]([CH2:32]2)[CH2:37][N:36]([C:38](=[O:39])[O:40][C:41]([CH3:42])([CH3:43])[CH3:44])[CH2:35]3)[cH:6][c:7]1[F:8]. The reactants are NCC1CCC(CC1)CN (1,4-bis(aminomethyl)cyclohexane). The solvent is C1(=CC=C(C=C1)C)C (paraxylene). Yields the product NCC1CCC(CC1)C (4-aminomethyl-1-methylcyclohexane), CC1=CC=C(CN)C=C1 (4-methyl-benzylamine). RXN SMILES: [NH2:1][CH2:2][CH:3]1[CH2:8][CH2:7][CH:6]([CH2:9]N)[CH2:5][CH2:4]1>C1(C)C=CC(C)=CC=1>[NH2:1][CH2:2][CH:3]1[CH2:8][CH2:7][CH:6]([CH3:9])[CH2:5][CH2:4]1.[CH3:9][C:6]1[CH:7]=[CH:8][C:3]([CH2:2][NH2:1])=[CH:4][CH:5]=1. Procedure: As a result of analysis by gaschromatography, it was found that the yield of 1,4-bis(aminomethyl)cyclohexane was 95.9 mol % and as other products 3.4 mol % of 4-aminomethyl-1-methylcyclohexane, 0.3 mol % of 4-methyl-benzylamine and 0.2 mol % of paraxylene were obtained. The product is ClC1=C2C(=CN(C2=CC=C1)[C@H]1[C@H](OC(C)=O)[C@@H](OC(C)=O)[C@H](OC(C)=O)[C@H](O1)COC(C)=O)CC1=CC=C(C=C1)OC(C(C)(C)C)=O (4-chloro-3-(4-pivaloyloxyphenylmethyl)-1-(2,3,4,6-tetra-O-acetyl-β-D-glucopyranosyl)indole). Procedure details: 4-Chloro-1-(2,3,4,6-tetra-O-acetyl-β-D-glucopyranosyl)-indole obtained in Example 1-(3) and 4-pivaloyloxybenzoyl chloride were treated in a manner similar to Example 2-(4), (5) and 27-(3) to give 4-chloro-3-(4-pivaloyloxyphenylmethyl)-1-(2,3,4,6-tetra-O-acetyl-β-D-glucopyranosyl)indole as a colorless powder. APCI-Mass m/Z 689/691 (M+NH4). Reactants: ClC1=C2C=CN(C2=CC=C1)[C@H]1[C@H](OC(C)=O)[C@@H](OC(C)=O)[C@H](OC(C)=O)[C@H](O1)COC(C)=O (4-Chloro-1-(2,3,4,6-tetra-O-acetyl-β-D-glucopyranosyl)-indole), C(C(C)(C)C)(=O)OC1=CC=C(C(=O)Cl)C=C1 (4-pivaloyloxybenzoyl chloride), ( 5 ). As a reaction SMILES: [Cl:1][C:2]1[CH:10]=[CH:9][CH:8]=[C:7]2[C:3]=1[CH:4]=[CH:5][N:6]2[C@@H:11]1[O:28][C@H:27]([CH2:29][O:30][C:31](=[O:33])[CH3:32])[C@@H:22]([O:23][C:24](=[O:26])[CH3:25])[C@H:17]([O:18][C:19](=[O:21])[CH3:20])[C@H:12]1[O:13][C:14](=[O:16])[CH3:15].[C:34]([O:40][C:41]1[CH:49]=[CH:48][C:44]([C:45](Cl)=O)=[CH:43][CH:42]=1)(=[O:39])[C:35]([CH3:38])([CH3:37])[CH3:36]>>[Cl:1][C:2]1[CH:10]=[CH:9][CH:8]=[C:7]2[C:3]=1[C:4]([CH2:45][C:44]1[CH:43]=[CH:42][C:41]([O:40][C:34](=[O:39])[C:35]([CH3:37])([CH3:36])[CH3:38])=[CH:49][CH:48]=1)=[CH:5][N:6]2[C@@H:11]1[O:28][C@H:27]([CH2:29][O:30][C:31](=[O:33])[CH3:32])[C@@H:22]([O:23][C:24](=[O:26])[CH3:25])[C@H:17]([O:18][C:19](=[O:21])[CH3:20])[C@H:12]1[O:13][C:14](=[O:16])[CH3:15]. Reactants: Cc1ccc(S(=O)(=O)O)cc1, O=C(Cl)OCc1ccccc1, Cl, [Na+], [OH-], O=C(O)C1(c2ccccc2)CCNCC1. Yields the product O=C(OCc1ccccc1)N1CCC(C(=O)O)(c2ccccc2)CC1. Reaction SMILES: [CH3:12][c:13]1[cH:14][cH:15][c:16]([S:17]([OH:18])(=[O:19])=[O:20])[cH:21][cH:22]1.[Cl:1][C:2](=[O:3])[O:4][CH2:5][c:6]1[cH:7][cH:8][cH:9][cH:10][cH:11]1.[ClH:38].[Na+:40].[OH-:39].[c:23]1([C:29]2([C:35](=[O:36])[OH:37])[CH2:30][CH2:31][NH:32][CH2:33][CH2:34]2)[cH:24][cH:25][cH:26][cH:27][cH:28]1>>[C:2](=[O:3])([O:4][CH2:5][c:6]1[cH:7][cH:8][cH:9][cH:10][cH:11]1)[N:32]1[CH2:31][CH2:30][C:29]([c:23]2[cH:24][cH:25][cH:26][cH:27][cH:28]2)([C:35](=[O:36])[OH:37])[CH2:34][CH2:33]1. Starting materials: [Al+3], NC(=O)C1CCN(Cc2ccccc2)CC1, [H-], [H-], [H-], [H-], [Li+], C1CCOC1, O. The product is NCC1CCN(Cc2ccccc2)CC1. As a reaction SMILES: [Al+3:18].[CH2:1]([c:2]1[cH:3][cH:4][cH:5][cH:6][cH:7]1)[N:8]1[CH2:9][CH2:10][CH:11]([C:12](=[O:13])[NH2:14])[CH2:15][CH2:16]1.[H-:17].[H-:20].[H-:21].[H-:22].[Li+:19].[O:24]1[CH2:25][CH2:26][CH2:27][CH2:28]1.[OH2:23]>>[CH2:1]([c:2]1[cH:3][cH:4][cH:5][cH:6][cH:7]1)[N:8]1[CH2:9][CH2:10][CH:11]([CH2:12][NH2:14])[CH2:15][CH2:16]1. Starting materials: CI, [H-], [Na+], CN(C)C=O, O, CN1C(=O)CC(c2ccccc2)C1C(O)c1cccs1. Product: COC(c1cccs1)C1C(c2ccccc2)CC(=O)N1C. RXN SMILES: [CH3:23][I:24].[H-:2].[Na+:1].[O:26]=[CH:27][N:28]([CH3:29])[CH3:30].[OH2:25].[OH:3][CH:4]([CH:5]1[CH:6]([c:12]2[cH:13][cH:14][cH:15][cH:16][cH:17]2)[CH2:7][C:8](=[O:11])[N:9]1[CH3:10])[c:18]1[s:19][cH:20][cH:21][cH:22]1>>[O:3]([CH:4]([CH:5]1[CH:6]([c:12]2[cH:13][cH:14][cH:15][cH:16][cH:17]2)[CH2:7][C:8](=[O:11])[N:9]1[CH3:10])[c:18]1[s:19][cH:20][cH:21][cH:22]1)[CH3:23].